This data is from the Open Reaction Database (ORD), a public repository of structured organic reaction records. The task is: describe an organic reaction: reactants, conditions, products, and yield Starting materials: Cl (HCl), CC1(C=2C=CC(=CC2C(CC1)=O)C(=O)OC)C (methyl 5,5-dimethyl-5,6-dihydro-naphthalen-8(7H)-one-2-carboxylate), CC1(C=2C=CC(=CC2C(CC1)=O)C(=O)OC)C (methyl 5,5-dimethyl-5,6-dihydro-naphthalen-8(7H)-one-2-carboxylate), [OH-].[Na+] (sodiumhydroxide). Run in C(C)O (ethanol), C1CCOC1 (THF). Reaction conditions: time 16 hour. Yields the product CC1(C=2C=CC(=CC2C(CC1)=O)C(=O)O)C (5,5-Dimethyl-5,6-dihydro-naphthalen-8(7H)-one-2-carboxylic acid). Reaction SMILES: [CH3:1][C:2]1([CH3:17])[CH2:11][CH2:10][C:9](=[O:12])[C:8]2[CH:7]=[C:6]([C:13]([O:15]C)=[O:14])[CH:5]=[CH:4][C:3]1=2.[OH-].[Na+].Cl>C(O)C.C1COCC1>[CH3:1][C:2]1([CH3:17])[CH2:11][CH2:10][C:9](=[O:12])[C:8]2[CH:7]=[C:6]([C:13]([OH:15])=[O:14])[CH:5]=[CH:4][C:3]1=2 |f:1.2|. Procedure details: To a solution of methyl-5,5-dimethyl-5,6-dihydronaphthalen-8(7H)-one-2-carboxylate (Compound E2, 1.05 g, 4.5 mmol) in 10 mL of ethanol and THF (10 mL) was added sodiumhydroxide 9 mL (1M solution). The solution was stirred for 16 h and thereafter acidified with 10% HCl. The mixture was extracted with ethyl acetate, the combined organic layer was washed with water and brine, and dried over MgSO4. The solvent was distilled off under reduced pressure to afford the title compound as a white solid. Reaction conditions: time 8 hour. The yield is 96.5%. Reported procedure: A suspension of 6-nitro-3,4-dihydroquinolin-2(1H)-one (400 mg, 2.08 mmol), 2-chloro-N,N-diethylethanamine hydrochloride (394 mg, 2.29 mmol) and potassium carbonate (862 mg, 6.24 mmol) in 10 mL DMF was stirred at room temperature overnight. After this time, the mixture was poured into 20 mL H2O then extracted with 2×50 mL CH2Cl2. The organic layer was separated, washed with brine and concentrated to give a yellow brown solid which was subjected to flash chromatography on silica gel using 5% MeOH/... Run in CN(C)C=O (DMF). The reactants are O (H2O), [N+](=O)([O-])C=1C=C2CCC(NC2=CC1)=O (6-nitro-3,4-dihydroquinolin-2(1H)-one), Cl.ClCCN(CC)CC (2-chloro-N,N-diethylethanamine hydrochloride), C([O-])([O-])=O.[K+].[K+] (potassium carbonate). As a reaction SMILES: [N+:1]([C:4]1[CH:5]=[C:6]2[C:11](=[CH:12][CH:13]=1)[NH:10][C:9](=[O:14])[CH2:8][CH2:7]2)([O-:3])=[O:2].Cl.Cl[CH2:17][CH2:18][N:19]([CH2:22][CH3:23])[CH2:20][CH3:21].C(=O)([O-])[O-].[K+].[K+].O>CN(C=O)C>[CH2:18]([N:19]([CH2:22][CH3:23])[CH2:20][CH2:21][N:10]1[C:11]2[C:6](=[CH:5][C:4]([N+:1]([O-:3])=[O:2])=[CH:13][CH:12]=2)[CH2:7][CH2:8][C:9]1=[O:14])[CH3:17] |f:1.2,3.4.5|. Product: C(C)N(CCN1C(CCC2=CC(=CC=C12)[N+](=O)[O-])=O)CC (1-(2-(diethylamino)ethyl)-6-nitro-3,4-dihydroquinolin-2(1H)-one). The reactants are C(#N)/C=C/C=1C=CC=C2C=CNC12 (7-[2-(E)-cyanoethenyl]indole). The reagents and catalysts are [Pd] (palladium on charcoal). Solvent: C(C)O (ethanol). The product is C(#N)CCC=1C=CC=C2C=CNC12 (7-(2-Cyanoethyl)indole). As a reaction SMILES: [C:1](/[CH:3]=[CH:4]/[C:5]1[CH:6]=[CH:7][CH:8]=[C:9]2[C:13]=1[NH:12][CH:11]=[CH:10]2)#[N:2]>C(O)C.[Pd]>[C:1]([CH2:3][CH2:4][C:5]1[CH:6]=[CH:7][CH:8]=[C:9]2[C:13]=1[NH:12][CH:11]=[CH:10]2)#[N:2]. Reported procedure: A solution of 7-[2-(E)-cyanoethenyl]indole (0.28 g) in ethanol (75 ml) was hydrogenated at 50 psi over 10% palladium on charcoal (0.1 g) for 4 hours. The catalyst was filtered off and the filtrate was evaporated to give the product. The reactants are CCOC(Cc1ccc(OCc2ccccc2)cc1)C(=O)O, ClCCCl, CN(C)c1ccncc1, CCOC(C)=O, Cl, NC(CO)c1ccccc1, [Na+], [OH-], O=S(=O)(O)O. Yields the product CCOC(Cc1ccc(OCc2ccccc2)cc1)C(=O)NC(CO)c1ccccc1. Reaction SMILES: [CH2:1]([c:2]1[cH:3][cH:4][cH:5][cH:6][cH:7]1)[O:8][c:9]1[cH:10][cH:11][c:12]([CH2:15][CH:16]([C:17](=[O:18])[OH:19])[O:20][CH2:21][CH3:22])[cH:13][cH:14]1.[CH2:56]([Cl:57])[CH2:58][Cl:59].[CH3:41][N:42]([c:43]1[cH:44][cH:45][n:46][cH:47][cH:48]1)[CH3:49].[CH3:50][CH2:51][O:52][C:53]([CH3:54])=[O:55].[ClH:23].[NH2:24][CH:25]([CH2:26][OH:27])[c:28]1[cH:29][cH:30][cH:31][cH:32][cH:33]1.[Na+:40].[OH-:39].[S:34](=[O:35])(=[O:36])([OH:37])[OH:38]>>[CH2:1]([c:2]1[cH:3][cH:4][cH:5][cH:6][cH:7]1)[O:8][c:9]1[cH:10][cH:11][c:12]([CH2:15][CH:16]([C:17](=[O:19])[NH:24][CH:25]([CH2:26][OH:27])[c:28]2[cH:29][cH:30][cH:31][cH:32][cH:33]2)[O:20][CH2:21][CH3:22])[cH:13][cH:14]1. The reactants are Cl (hydrochloric acid), CS(=O)(=O)OCCC(C(C(F)(F)F)(F)F)C (4,4,5,5,5-pentafluoro-3-methyl-pentyl methanesulfonate), FC(CCS(=O)(=O)CC(=O)OC)(F)F (methyl (3,3,3-trifluoropropylsulfonyl)acetate), C([O-])([O-])=O.[K+].[K+] (potassium carbonate). Run in CS(=O)C (dimethyl sulfoxide). Run at temperature 60 celsius, time 7 day. Yields the product FC(C(CCC(C(=O)OC)S(=O)(=O)CCC(F)(F)F)C)(C(F)(F)F)F (methyl 6,6,7,7,7-pentafluoro-5-methyl-2-(3,3,3-trifluoropropylsulfonyl)heptanoate). Yield: 16.9%. Reaction SMILES: CS(O[CH2:6][CH2:7][CH:8]([CH3:16])[C:9]([F:15])([F:14])[C:10]([F:13])([F:12])[F:11])(=O)=O.[F:17][C:18]([F:30])([F:29])[CH2:19][CH2:20][S:21]([CH2:24][C:25]([O:27][CH3:28])=[O:26])(=[O:23])=[O:22].C(=O)([O-])[O-].[K+].[K+].Cl>CS(C)=O>[F:15][C:9]([F:14])([C:10]([F:11])([F:12])[F:13])[CH:8]([CH3:16])[CH2:7][CH2:6][CH:24]([S:21]([CH2:20][CH2:19][C:18]([F:29])([F:30])[F:17])(=[O:23])=[O:22])[C:25]([O:27][CH3:28])=[O:26] |f:2.3.4|. Procedure details: To a solution of 2.0 g of 4,4,5,5,5-pentafluoro-3-methyl-pentyl methanesulfonate and 1.7 g of methyl (3,3,3-trifluoropropylsulfonyl)acetate in 50 ml of dimethyl sulfoxide was added 1.0 g of potassium carbonate at room temperature, heated to 60° C. and then stirred at the same temperature for 7 days. The reaction mixture was allowed to stand to cool to nearly room temperature. To the reaction mixture was added 10% hydrochloric acid, and then extracted with ethyl acetate. The organic layer was was...